The task is: describe an organic reaction: reactants, conditions, products, and yield. This data is from the Open Reaction Database (ORD), a public repository of structured organic reaction records. Reactants: C1(=CC=CC=C1)CCOC1=NC(=C2N=C(N(C2=N1)CC)C=1OC=CC1)N (2-(2-phenylethoxy)-8-(furan-2-yl)-9-ethyl-9H-purin-6-ylamine), [H][H] (hydrogen). The reagents and catalysts are Cl (HCl), [OH-].[OH-].[Pd+2] (Pd(OH)2). Solvent: C(C)(C)O (isopropanol). The product is C1(=CC=CC=C1)CCOC1=NC(=C2N=C(N(C2=N1)CC)C1OCCC1)N (2-(2-phenylethoxy)-8-(tetrahydrofuran-2-yl)-9-ethyl-9H-purin-6-ylamine). Isolated yield 46.7%. As a reaction SMILES: [C:1]1([CH2:7][CH2:8][O:9][C:10]2[N:18]=[C:17]3[C:13]([N:14]=[C:15]([C:21]4[O:22][CH:23]=[CH:24][CH:25]=4)[N:16]3[CH2:19][CH3:20])=[C:12]([NH2:26])[N:11]=2)[CH:6]=[CH:5][CH:4]=[CH:3][CH:2]=1.[H][H]>C(O)(C)C.Cl.[OH-].[OH-].[Pd+2]>[C:1]1([CH2:7][CH2:8][O:9][C:10]2[N:18]=[C:17]3[C:13]([N:14]=[C:15]([CH:21]4[CH2:25][CH2:24][CH2:23][O:22]4)[N:16]3[CH2:19][CH3:20])=[C:12]([NH2:26])[N:11]=2)[CH:6]=[CH:5][CH:4]=[CH:3][CH:2]=1 |f:4.5.6|. Reported procedure: To a solution of 2-(2-phenylethoxy)-8-(furan-2-yl)-9-ethyl-9H-purin-6-ylamine (150 mg, 0.43 mmol) in 45 mL of isopropanol and 2 drops of concentrated HCl was added 150 mg of Pd(OH)2, and the mixture was shaken with hydrogen at 170 psi and 65° C. for 7 hours. The catalyst was filtered off, washed with warm methanol, and the filtrate was concentrated to dryness. The residue was flash chromatographed on a silica gel column eluting with cyclohexane, -EtOAc-CH3OH (60:33:7) to give 2-(2-phenylethoxy)-...